Task: describe an organic reaction: reactants, conditions, products, and yield. Dataset: the Open Reaction Database (ORD), a public repository of structured organic reaction records Reactants: C(C)(=O)N[C@@H](CCCCNC(=O)OCC1=CC=CC=C1)C(=O)C(C(C(=O)O)CC1(CCCC1)C(N[C@@H]1CC[C@@H](CC1)C(=O)OCC)=O)N (2-(N2 -Acetyl-N6 -benzyloxycarbonyl-L-lysyl-aminomethyl)-3-{1-[(cis-4-ethoxycarbonylcyclohexyl)carbamoyl]cyclopentyl}propanoic acid). Run in [OH-].[Na+] (sodium hydroxide). Reaction conditions: time 8 hour. The product is C(C)(=O)N[C@@H](CCCCNC(=O)OCC1=CC=CC=C1)C(=O)C(C(C(=O)O)CC1(CCCC1)C(N[C@@H]1CC[C@@H](CC1)C(=O)O)=O)N (2-(N2 -Acetyl-N6 -benzyloxycarbonyl-L-lysyl-aminomethyl)-3-{1-[(cis-4-carboxycyclohexyl)carbamoyl]cyclopentyl}propanoic acid). Yield: 96.9%. RXN SMILES: [C:1]([NH:4][C@H:5]([C:21]([CH:23]([NH2:48])[CH:24]([CH2:28][C:29]1([C:34](=[O:47])[NH:35][C@H:36]2[CH2:41][CH2:40][C@@H:39]([C:42]([O:44]CC)=[O:43])[CH2:38][CH2:37]2)[CH2:33][CH2:32][CH2:31][CH2:30]1)[C:25]([OH:27])=[O:26])=[O:22])[CH2:6][CH2:7][CH2:8][CH2:9][NH:10][C:11]([O:13][CH2:14][C:15]1[CH:20]=[CH:19][CH:18]=[CH:17][CH:16]=1)=[O:12])(=[O:3])[CH3:2]>[OH-].[Na+]>[C:1]([NH:4][C@H:5]([C:21]([CH:23]([NH2:48])[CH:24]([CH2:28][C:29]1([C:34](=[O:47])[NH:35][C@H:36]2[CH2:41][CH2:40][C@@H:39]([C:42]([OH:44])=[O:43])[CH2:38][CH2:37]2)[CH2:33][CH2:32][CH2:31][CH2:30]1)[C:25]([OH:27])=[O:26])=[O:22])[CH2:6][CH2:7][CH2:8][CH2:9][NH:10][C:11]([O:13][CH2:14][C:15]1[CH:20]=[CH:19][CH:18]=[CH:17][CH:16]=1)=[O:12])(=[O:3])[CH3:2] |f:1.2|. Procedure details: The ethyl ester from Example 39 (404 mg, 0.600 mmol) was dissolved in 2M sodium hydroxide solution (10 ml), and the resulting solution was kept at room temperature overnight. The reaction mixture was diluted to 30 ml and extracted with diethyl ether. The aqueous phase was acidified to pH 1 with 2M hydrochloric acid and extracted with ethyl acetate (3×25 ml). The organic phase was dried (MgSO4) and evaporated to afford the title compound (375 mg, 97%) as a white foam. Found: C,58.30; H,7.24; N,8.... The reactants are O=C([O-])[O-], CCN(CC)CCCCl, CCC(=O)CC, O=C(c1ccc(O)cc1)c1oc2ccccc2c1-c1ccc(Cl)cc1, [K+], [K+]. The product is CCN(CC)CCCOc1ccc(C(=O)c2oc3ccccc3c2-c2ccc(Cl)cc2)cc1. Reaction SMILES: [C:35](=[O:36])([O-:37])[O-:38].[CH2:26]([CH3:27])[N:28]([CH2:29][CH2:30][CH2:31][Cl:32])[CH2:33][CH3:34].[CH3:41][CH2:42][C:43](=[O:44])[CH2:45][CH3:46].[Cl:1][c:2]1[cH:3][cH:4][c:5](-[c:8]2[c:9]([C:17]([c:18]3[cH:19][cH:20][c:21]([OH:24])[cH:22][cH:23]3)=[O:25])[o:10][c:11]3[c:12]2[cH:13][cH:14][cH:15][cH:16]3)[cH:6][cH:7]1.[K+:39].[K+:40]>>[Cl:1][c:2]1[cH:3][cH:4][c:5](-[c:8]2[c:9]([C:17]([c:18]3[cH:19][cH:20][c:21]([O:24][CH2:31][CH2:30][CH2:29][N:28]([CH2:26][CH3:27])[CH2:33][CH3:34])[cH:22][cH:23]3)=[O:25])[o:10][c:11]3[c:12]2[cH:13][cH:14][cH:15][cH:16]3)[cH:6][cH:7]1. The reactants are C([O-])(O)=O.[Na+] (sodium bicarbonate), [I-].[K+] (potassium iodide), C(N)(=O)C(C1=CC=CC=C1)(C1=CC=CC=C1)C1CNCC1 (3-(R,S)-(1-carbamoyl-1,1-diphenylmethyl)pyrrolidine), S(N)(=O)(=O)C1=CC=C(CCCl)C=C1 (4-sulphamoylphenethyl chloride), C([O-])(O)=O.[Na+] (sodium bicarbonate). Solvent: O (water), C(C)#N (acetonitrile). Product: C(N)(=O)C(C1=CC=CC=C1)(C1=CC=CC=C1)C1CN(CC1)CCC1=CC=C(C=C1)S(N)(=O)=O (3-(R,S)-(1-carbamoyl-1,1-diphenylmethyl)-1-(4-sulphamoylphenethyl)pyrrolidine). RXN SMILES: [C:1]([C:4]([CH:17]1[CH2:21][CH2:20][NH:19][CH2:18]1)([C:11]1[CH:16]=[CH:15][CH:14]=[CH:13][CH:12]=1)[C:5]1[CH:10]=[CH:9][CH:8]=[CH:7][CH:6]=1)(=[O:3])[NH2:2].[S:22]([C:26]1[CH:34]=[CH:33][C:29]([CH2:30][CH2:31]Cl)=[CH:28][CH:27]=1)(=[O:25])(=[O:24])[NH2:23].C(=O)(O)[O-].[Na+].[I-].[K+]>O.C(#N)C>[C:1]([C:4]([CH:17]1[CH2:21][CH2:20][N:19]([CH2:31][CH2:30][C:29]2[CH:28]=[CH:27][C:26]([S:22](=[O:25])(=[O:24])[NH2:23])=[CH:34][CH:33]=2)[CH2:18]1)([C:11]1[CH:12]=[CH:13][CH:14]=[CH:15][CH:16]=1)[C:5]1[CH:10]=[CH:9][CH:8]=[CH:7][CH:6]=1)(=[O:3])[NH2:2] |f:2.3,4.5|. Procedure details: A mixture containing 3-(R,S)-(1-carbamoyl-1,1-diphenylmethyl)pyrrolidine (0.3 g--see Preparation 8), 4-sulphamoylphenethyl chloride (0.23 g--see J. Pharm. Pharmacol., 16, 541, (1964)), sodium bicarbonate (0.4 g) and acetonitrile (10 ml) was heated under reflux for 2 hours. A further portion of sodium bicarbonate (1 g) was added followed by potassium iodide (0.2 g) and the mixture was heated under reflux for 2 hours. On cooling to room temperature, water (60 ml) was added and the mixture was extr... The reactants are ClC1=CC=C(C=C1)C(C=1C=C2C(=CC(N(C2=CC1)CC1CC1)=O)C1=CC(=CC=C1)C#C)(C=1N(C=NC1)C)O (6-[(4-Chloro-phenyl) -hydroxy-(3-methyl-3H-imidazol-4-yl)-methyl]-1-cyclopropylmethyl-4-(3-ethynyl-phenyl)-1H-quinolin-2-one), ClC1=CC=C(C=C1)C1=C(C(=C2C(=C(C(N(C2=C1)C)=O)C)C1=CC(=CC=C1)C#C)C=1N(C=NC1)C)O ((4-Chloro-phenyl)-hydroxy-(3-methyl-3H-imidazol-4-yl)-methyl-4-(3-ethynyl-phenyl)-1-methyl-1H-quinolin-2-one). Product: CN1C=NC=C1.C1(CC1)CC1(CC(NC2=CC=CC=C12)=O)C1=CC(=CC=C1)C#C (3-methyl-3H-imidazol 4-cyclopropylmethyl-4-(3-ethynyl-phenyl)-1H-quinolin-2-one). The yield is 62.0%. As a reaction SMILES: Cl[C:2]1[CH:7]=[CH:6][C:5](C(O)([C:32]2[N:33]([CH3:37])[CH:34]=[N:35][CH:36]=2)C2C=C3C(=CC=2)N(CC2CC2)C(=O)C=C3C2C=CC=C(C#C)C=2)=[CH:4][CH:3]=1.ClC1C=CC(C2C=C3[C:49]([C:50]([C:59]4[CH:64]=[CH:63][CH:62]=[C:61]([C:65]#[CH:66])[CH:60]=4)=[C:51](C)[C:52](=[O:57])[N:53]3C)=[C:48]([C:67]3N(C)C=NC=3)[C:47]=2O)=CC=1>>[CH3:37][N:33]1[CH:32]=[CH:36][N:35]=[CH:34]1.[CH:48]1([CH2:49][C:50]2([C:59]3[CH:64]=[CH:63][CH:62]=[C:61]([C:65]#[CH:66])[CH:60]=3)[C:7]3[C:2](=[CH:3][CH:4]=[CH:5][CH:6]=3)[NH:53][C:52](=[O:57])[CH2:51]2)[CH2:47][CH2:67]1 |f:2.3|. Procedure details: The same procedure that was used in example 3 was followed except 6-[(4-Chloro-phenyl) -hydroxy-(3-methyl-3H-imidazol-4-yl)-methyl]-1-cyclopropylmethyl-4-(3-ethynyl-phenyl)-1H-quinolin-2-one (1.80 g, 3.5 mmol) was used in place of 6-[(4-Chloro-phenyl)-hydroxy-(3-methyl-3H-imidazol-4-yl)-methyl-4-(3-ethynyl-phenyl)-1-methyl-1H-quinolin-2-one to give 6-[Amino(4chloro-phenyl)-(3-methyl-3H-imidazol-4-cyclopropylmethyl-4-(3-ethynyl-phenyl)-1H-quinolin-2-one (1.12 g, 62%) as a yellow foam. The reactants are O=C(OO)c1cccc(Cl)c1, ClCCl, c1ccc(-c2ccccn2)nc1. The product is [O-][n+]1ccccc1-c1ccccn1. As a reaction SMILES: [Cl:13][c:14]1[cH:15][c:16]([C:21](=[O:18])[O:22][OH:23])[cH:17][cH:19][cH:20]1.[Cl:24][CH2:25][Cl:26].[n:1]1[c:2](-[c:7]2[n:8][cH:9][cH:10][cH:11][cH:12]2)[cH:3][cH:4][cH:5][cH:6]1>>[n+:1]1([O-:18])[c:2](-[c:7]2[n:8][cH:9][cH:10][cH:11][cH:12]2)[cH:3][cH:4][cH:5][cH:6]1. Reaction SMILES: [CH2:1]([c:2]1[cH:3][cH:4][cH:5][cH:6][cH:7]1)[O:8][c:9]1[c:10]([NH:66][C:67](=[O:68])[CH3:69])[cH:11][cH:12][c:13]([NH:15][c:16]2[n:17][c:18]([N:44]3[CH2:45][CH:46]([NH:58][C:59](=[O:60])[O:61][C:62]([CH3:63])([CH3:64])[CH3:65])[CH2:47][CH:48]([NH:50][C:51](=[O:52])[O:53][C:54]([CH3:55])([CH3:56])[CH3:57])[CH2:49]3)[n:19][c:20]([N:22]3[CH2:23][CH:24]([NH:36][C:37](=[O:38])[O:39][C:40]([CH3:41])([CH3:42])[CH3:43])[CH2:25][CH:26]([NH:28][C:29](=[O:30])[O:31][C:32]([CH3:33])([CH3:34])[CH3:35])[CH2:27]3)[n:21]2)[cH:14]1.[CH3:74][OH:75].[NH2:71][NH2:72].[O:76]1[CH2:77][CH2:78][O:79][CH2:80][CH2:81]1.[OH2:70].[OH2:73]>>[CH2:1]([c:2]1[cH:3][cH:4][cH:5][cH:6][cH:7]1)[O:8][c:9]1[c:10]([NH2:66])[cH:11][cH:12][c:13]([NH:15][c:16]2[n:17][c:18]([N:44]3[CH2:45][CH:46]([NH:58][C:59](=[O:60])[O:61][C:62]([CH3:63])([CH3:64])[CH3:65])[CH2:47][CH:48]([NH:50][C:51](=[O:52])[O:53][C:54]([CH3:55])([CH3:56])[CH3:57])[CH2:49]3)[n:19][c:20]([N:22]3[CH2:23][CH:24]([NH:36][C:37](=[O:38])[O:39][C:40]([CH3:41])([CH3:42])[CH3:43])[CH2:25][CH:26]([NH:28][C:29](=[O:30])[O:31][C:32]([CH3:33])([CH3:34])[CH3:35])[CH2:27]3)[n:21]2)[cH:14]1. Product: CC(C)(C)OC(=O)NC1CC(NC(=O)OC(C)(C)C)CN(c2nc(Nc3ccc(N)c(OCc4ccccc4)c3)nc(N3CC(NC(=O)OC(C)(C)C)CC(NC(=O)OC(C)(C)C)C3)n2)C1. Starting materials: CC(=O)Nc1ccc(Nc2nc(N3CC(NC(=O)OC(C)(C)C)CC(NC(=O)OC(C)(C)C)C3)nc(N3CC(NC(=O)OC(C)(C)C)CC(NC(=O)OC(C)(C)C)C3)n2)cc1OCc1ccccc1, CO, NN, C1COCCO1, O, O.